From a dataset of the Open Reaction Database (ORD), a public repository of structured organic reaction records. describe an organic reaction: reactants, conditions, products, and yield Reactants: FC(C=1C=C(C=C(C1)C(F)(F)F)[C@@H]1[C@@H](N(C(O1)=O)CC1=NC(=NC=C1C1=C(N=C(S1)C1=C(C=C(C(=O)O)C=C1)C)C)S(=O)(=O)C)C)(F)F (4-{5-[4-({(4S,5R)-5-[3,5-bis(trifluoromethyl)phenyl]-4-methyl-2-oxo-1,3-oxazolidin-3-yl}methyl)-2-(methylsulfonyl)pyrimidin-5-yl]-4-methyl-1,3-thiazol-2-yl}-3-methylbenzoic acid), FC(C=1C=C(C=C(C1)C(F)(F)F)[C@@H]1[C@@H](N(C(O1)=O)CC1=NC(=NC=C1C1=C(N=C(S1)C1=C(C=C(C(=O)O)C=C1)C)C)S(=O)(=O)C)C)(F)F (4-{5-[4-({(4S,5R)-5-[3,5-bis(trifluoromethyl)phenyl]-4-methyl-2-oxo-1,3-oxazolidin-3-yl}methyl)-2-(methylsulfonyl)pyrimidin-5-yl]-4-methyl-1,3-thiazol-2-yl}-3-methylbenzoic acid), FC1(CNC1)F (3,3-difluoroazetidine), CCN(C(C)C)C(C)C (DIEA). Run in C1CCOC1 (THF). Run at temperature 60 celsius, time 15 minute. The product is FC(C=1C=C(C=C(C1)C(F)(F)F)[C@@H]1[C@@H](N(C(O1)=O)CC1=NC(=NC=C1C1=C(N=C(S1)C1=C(C=C(C(=O)O)C=C1)C)C)N1CC(C1)(F)F)C)(F)F (4-{5-[4-({(4S,5R)-5-[3,5-Bis(trifluoromethyl)phenyl]-4-methyl-2-oxo-1,3-oxazolidin-3-yl}methyl)-2-(3,3-difluoroazetidin-1-yl)pyrimidin-5-yl]-4-methyl-1,3-thiazol-2-yl}-3-methylbenzoic acid). Reaction SMILES: [F:1][C:2]([F:48])([F:47])[C:3]1[CH:4]=[C:5]([C@H:13]2[O:17][C:16](=[O:18])[N:15]([CH2:19][C:20]3[C:25]([C:26]4[S:30][C:29]([C:31]5[CH:39]=[CH:38][C:34]([C:35]([OH:37])=[O:36])=[CH:33][C:32]=5[CH3:40])=[N:28][C:27]=4[CH3:41])=[CH:24][N:23]=[C:22](S(C)(=O)=O)[N:21]=3)[C@H:14]2[CH3:46])[CH:6]=[C:7]([C:9]([F:12])([F:11])[F:10])[CH:8]=1.[F:49][C:50]1([F:54])[CH2:53][NH:52][CH2:51]1.CCN(C(C)C)C(C)C>C1COCC1>[F:1][C:2]([F:47])([F:48])[C:3]1[CH:4]=[C:5]([C@H:13]2[O:17][C:16](=[O:18])[N:15]([CH2:19][C:20]3[C:25]([C:26]4[S:30][C:29]([C:31]5[CH:39]=[CH:38][C:34]([C:35]([OH:37])=[O:36])=[CH:33][C:32]=5[CH3:40])=[N:28][C:27]=4[CH3:41])=[CH:24][N:23]=[C:22]([N:52]4[CH2:53][C:50]([F:54])([F:49])[CH2:51]4)[N:21]=3)[C@H:14]2[CH3:46])[CH:6]=[C:7]([C:9]([F:12])([F:10])[F:11])[CH:8]=1. Procedure: To a solution of 4-{5-[4-({(4S,5R)-5-[3,5-bis(trifluoromethyl)phenyl]-4-methyl-2-oxo-1,3-oxazolidin-3-yl}methyl)-2-(methylsulfonyl)pyrimidin-5-yl]-4-methyl-1,3-thiazol-2-yl}-3-methylbenzoic acid (INTERMEDIATE 54, 200 mg, 0.280 mmol) in THF (5 mL) was added 3,3-difluoroazetidine (129.5 mg, 0.840 mmol) and DIEA (0.244 mL, 1.399 mmol). The reaction mixture was stirred at 60° C. for 15 minutes to see complete conversion by LCMS. The solvent was evaporated, and the residue was purified on reverse pha... Reactants: CCOC(=O)CCCCC(CO)Cc1ccc(C#N)cc1, ClCCl, O=[Cr](=O)([O-])Cl, c1cc[nH+]cc1. Yields the product CCOC(=O)CCCCC(C=O)Cc1ccc(C#N)cc1. Reaction SMILES: [C:1](#[N:2])[c:3]1[cH:4][cH:5][c:6]([CH2:7][CH:8]([CH2:9][CH2:10][CH2:11][CH2:12][C:13](=[O:14])[O:15][CH2:16][CH3:17])[CH2:18][OH:19])[cH:20][cH:21]1.[Cl:33][CH2:34][Cl:35].[O:22]=[Cr:23]([Cl:24])([O-:25])=[O:26].[nH+:27]1[cH:28][cH:29][cH:30][cH:31][cH:32]1>>[C:1](#[N:2])[c:3]1[cH:4][cH:5][c:6]([CH2:7][CH:8]([CH2:9][CH2:10][CH2:11][CH2:12][C:13](=[O:14])[O:15][CH2:16][CH3:17])[CH:18]=[O:19])[cH:20][cH:21]1. Starting materials: CN1CCC(CC1)CCCCO (4-(1-methyl-piperidin-4-yl)-butan-1-ol), [H-].[Na+] (NaH), C(=O)(O)[O-].[Na+] (NaHCO3), ClC=1C=C(C#N)C=CN1 (2-chloro-isonicotinonitrile). Solvent: CN(C)C=O (DMF), O (water), CN(C)C=O (DMF). Run at time 18 hour. The product is CN1CCC(CC1)CCCCOC=1C=C(C#N)C=CN1 (2-[4-(1-Methyl-piperidin-4-yl)-butoxy]-isonicotinonitrile). Yield: 27.5%. RXN SMILES: [CH3:1][N:2]1[CH2:7][CH2:6][CH:5]([CH2:8][CH2:9][CH2:10][CH2:11][OH:12])[CH2:4][CH2:3]1.[H-].[Na+].Cl[C:16]1[CH:17]=[C:18]([CH:21]=[CH:22][N:23]=1)[C:19]#[N:20].C([O-])(O)=O.[Na+]>CN(C=O)C.O>[CH3:1][N:2]1[CH2:7][CH2:6][CH:5]([CH2:8][CH2:9][CH2:10][CH2:11][O:12][C:16]2[CH:17]=[C:18]([CH:21]=[CH:22][N:23]=2)[C:19]#[N:20])[CH2:4][CH2:3]1 |f:1.2,4.5|. Procedure details: To a stirred solution of 4-(1-methyl-piperidin-4-yl)-butan-1-ol (1.0 g, 5.85 mmol) in DMF (12 mL) at 0° C. was added NaH (60%; 280 mg, 7.02 mmol). The mixture was warmed to rt for 1 h, then cooled to 0° C. A solution of 2-chloro-isonicotinonitrile (810 mg, 5.85 mmol) in DMF (4 mL) was added dropwise. The mixture was stirred at rt for 18 h, and then was diluted with water (5 mL) and satd. aq. NaHCO3 (25 mL). The mixture was extracted with CHCl3 (3×25 mL), dried (Na2SO4), filtered, and. Purificati... Reactants: [Br-], COc1ccccc1[Mg+], CCOC(C)=O, [Ce+3], [Cl-], [Cl-], [Cl-], [Cl-], [NH4+], C1CCOC1, CC(C)(C)OC(=O)N1CC2C(=O)CCC(c3ccccc3)(c3ccccc3)C2C1. Yields the product COc1ccccc1C1(O)CCC(c2ccccc2)(c2ccccc2)C2CN(C(=O)OC(C)(C)C)CC21. Reaction SMILES: [Br-:1].[CH3:2][O:3][c:4]1[c:5]([Mg+:10])[cH:6][cH:7][cH:8][cH:9]1.[CH3:51][CH2:52][O:53][C:54](=[O:55])[CH3:56].[Ce+3:41].[Cl-:40].[Cl-:42].[Cl-:43].[Cl-:49].[NH4+:50].[O:44]1[CH2:45][CH2:46][CH2:47][CH2:48]1.[c:11]1([C:17]2([c:34]3[cH:35][cH:36][cH:37][cH:38][cH:39]3)[CH2:18][CH2:19][C:20](=[O:33])[CH:21]3[CH2:22][N:23]([C:26](=[O:27])[O:28][C:29]([CH3:30])([CH3:31])[CH3:32])[CH2:24][CH:25]23)[cH:12][cH:13][cH:14][cH:15][cH:16]1>>[CH3:2][O:3][c:4]1[c:5]([C:20]2([OH:33])[CH2:19][CH2:18][C:17]([c:11]3[cH:12][cH:13][cH:14][cH:15][cH:16]3)([c:34]3[cH:35][cH:36][cH:37][cH:38][cH:39]3)[CH:25]3[CH:21]2[CH2:22][N:23]([C:26](=[O:27])[O:28][C:29]([CH3:30])([CH3:31])[CH3:32])[CH2:24]3)[cH:6][cH:7][cH:8][cH:9]1. The reactants are Nc1cc(Br)cc(C(F)(F)F)c1, CCOC(C)=O, CCOCC, FC(F)(F)c1ccnc(Cl)n1, C1COCCO1, O, Cc1ccc(S(=O)(=O)O)cc1. Product: FC(F)(F)c1cc(Br)cc(Nc2nccc(C(F)(F)F)n2)c1. As a reaction SMILES: [Br:12][c:13]1[cH:14][c:15]([NH2:16])[cH:17][c:18]([C:20]([F:21])([F:22])[F:23])[cH:19]1.[CH3:42][CH2:43][O:44][C:45](=[O:46])[CH3:47].[CH3:48][CH2:49][O:50][CH2:51][CH3:52].[Cl:1][c:2]1[n:3][cH:4][cH:5][c:6]([C:8]([F:9])([F:10])[F:11])[n:7]1.[O:36]1[CH2:37][CH2:38][O:39][CH2:40][CH2:41]1.[OH2:24].[c:25]1([CH3:26])[cH:27][cH:28][c:29]([S:30]([OH:31])(=[O:32])=[O:33])[cH:34][cH:35]1>>[c:2]1([NH:16][c:15]2[cH:14][c:13]([Br:12])[cH:19][c:18]([C:20]([F:21])([F:22])[F:23])[cH:17]2)[n:3][cH:4][cH:5][c:6]([C:8]([F:9])([F:10])[F:11])[n:7]1.